From a dataset of the Open Reaction Database (ORD), a public repository of structured organic reaction records. describe an organic reaction: reactants, conditions, products, and yield Starting materials: ClC1=CC(=C(/C=C/C(=O)OC)C=C1)NS(=O)(=O)C1=CC=CC=C1 (methyl trans-4-chloro-2-(penylsulfonylamino)cinnamate), BrCC(=O)C1=NC=CC(=C1)C(C)(C)C (2-bromoacetyl-4-tert-butylpyridine). Yields the product COC(CC1=C(NC2=CC(=CC=C12)Cl)C(=O)C1=NC=CC(=C1)C(C)(C)C)=O (Methyl[2-(4-tert-butylpyridine-2-carbonyl)-6-chloro-1H-indol-3-yl]acetate). RXN SMILES: [Cl:1][C:2]1[CH:13]=[CH:12][C:5](/[CH:6]=[CH:7]/[C:8]([O:10][CH3:11])=[O:9])=[C:4]([NH:14]S(C2C=CC=CC=2)(=O)=O)[CH:3]=1.Br[CH2:25][C:26]([C:28]1[CH:33]=[C:32]([C:34]([CH3:37])([CH3:36])[CH3:35])[CH:31]=[CH:30][N:29]=1)=[O:27]>>[CH3:11][O:10][C:8](=[O:9])[CH2:7][C:6]1[C:5]2[C:4](=[CH:3][C:2]([Cl:1])=[CH:13][CH:12]=2)[NH:14][C:25]=1[C:26]([C:28]1[CH:33]=[C:32]([C:34]([CH3:37])([CH3:36])[CH3:35])[CH:31]=[CH:30][N:29]=1)=[O:27]. Reported procedure: The title compound was prepared according to the procedure described in Example 57 from methyl trans-4-chloro-2-(penylsulfonylamino)cinnamate (step 1 of Example 8, Method A) and 2-bromoacetyl-4-tert-butylpyridine*. Reaction SMILES: [NH2:1][C:2]1[CH:6]=[C:5]([CH3:7])[O:4][N:3]=1.[C:8]1([S:14](Cl)(=[O:16])=[O:15])[CH:13]=[CH:12][CH:11]=[CH:10][CH:9]=1>N1C=CC=CC=1>[CH3:7][C:5]1[O:4][N:3]=[C:2]([NH:1][S:14]([C:8]2[CH:13]=[CH:12][CH:11]=[CH:10][CH:9]=2)(=[O:16])=[O:15])[CH:6]=1. Solvent: N1=CC=CC=C1 (pyridine). Reactants: C1(=CC=CC=C1)S(=O)(=O)Cl (Benzenesulfonyl chloride), NC1=NOC(=C1)C (3-Amino-5-methylisoxazole), resultant solution. Yields the product CC1=CC(=NO1)NS(=O)(=O)C1=CC=CC=C1 (N-(5-methy-3-isoxazolyl)benzene-sulfonamide). Reported procedure: 3-Amino-5-methylisoxazole (0.196 g, 2.0 mmol) was dissolved in dry pyridine (3 ml). Benzenesulfonyl chloride (0.352 g, 2.0 mmol) was added and the resultant solution stirred at room temperature for 16 h. Pyridine was removed under reduced pressure. The residue was dissolved in dichloromethane (75 ml) and washed with 1N HCl (2×50 ml). The organic layer was dried over anhydrous magnesium sulfate and the solvent was removed under reduced pressure to give N-(5-methy-3-isoxazolyl)benzene-sulfonamide ... Yield: 83.9%. The reactants are CC1(C)CC(c2cccc(Br)c2)Nc2ccc(C#N)cc21, O=C([O-])[O-], CS(C)=O, [Cu]I, [K+], [K+], CC(C)(N)C(=O)O. The product is CC(C)(Nc1cccc(C2CC(C)(C)c3cc(C#N)ccc3N2)c1)C(=O)O. Reaction SMILES: [Br:1][c:2]1[cH:3][c:4]([CH:8]2[NH:9][c:10]3[cH:11][cH:12][c:13]([C:20]#[N:21])[cH:14][c:15]3[C:16]([CH3:18])([CH3:19])[CH2:17]2)[cH:5][cH:6][cH:7]1.[C:29](=[O:30])([O-:31])[O-:32].[CH3:35][S:36](=[O:37])[CH3:38].[Cu:39][I:40].[K+:33].[K+:34].[NH2:22][C:23]([C:24](=[O:25])[OH:26])([CH3:27])[CH3:28]>>[c:2]1([NH:22][C:23]([C:24](=[O:25])[OH:26])([CH3:27])[CH3:28])[cH:3][c:4]([CH:8]2[NH:9][c:10]3[cH:11][cH:12][c:13]([C:20]#[N:21])[cH:14][c:15]3[C:16]([CH3:18])([CH3:19])[CH2:17]2)[cH:5][cH:6][cH:7]1. Starting materials: O (water), C(=O)(O)[O-].[Na+] (NaHCO3), OC1=C(C(=O)C2=CC=CC=C2)C=CC=C1 (Hydroxybenzophenone), 1,8-naphthalene, CS(=O)(=O)O (methanesulfonic acid), FC(C(=O)O)(F)F (trifluoroacetic acid). Run at temperature 80 celsius, time 20 hour. The product is CS(=O)(=O)O.C(=O)(C(F)(F)F)O (CH3SO3H TFA). As a reaction SMILES: OC1C=CC=CC=1C(C1C=CC=CC=1)=O.[F:16][C:17]([F:22])([F:21])[C:18]([OH:20])=[O:19].O.C([O-])(O)=O.[Na+].[CH3:29][S:30]([OH:33])(=[O:32])=[O:31]>>[CH3:29][S:30]([OH:33])(=[O:32])=[O:31].[C:18]([OH:20])([C:17]([F:22])([F:21])[F:16])=[O:19] |f:3.4,6.7|. Procedure details: Hydroxybenzophenone (918 μmol) and 1,8-naphthalene derivative (1380 μmol) are dissolved in 1.5 mL of methanesulfonic acid, then 1.5 mL of trifluoroacetic acid (TFA) are added. The mixture is heated and stirred at 80° C. for 16-24 hours. The reaction mixture is allowed to warm to room temperature, and then poured into 50 mL of deionized (DI) water. The mixture is neutralized to pH 6-7 by portion-wise addition of solid NaHCO3. The resulting precipitate is filtered, washed with DI water and air dri...